Dataset: the Open Reaction Database (ORD), a public repository of structured organic reaction records. Task: describe an organic reaction: reactants, conditions, products, and yield Starting materials: NC1=CC(=C(C(=O)O)C=C1Cl)OC (4-amino-5-chloro-2-methoxy benzoic acid), N(=O)[O-].[Na+] (sodium nitrite), [I-].[K+] (Potassium iodide), II (iodine). Solvent: O (water), S(O)(O)(=O)=O (sulfuric acid), O (water), O (water). The product is IC1=CC(=C(C(=O)O)C=C1Cl)OC (4-Iodo-5-chloro-2-methoxy benzoic acid). Yield: 59.6%. As a reaction SMILES: N[C:2]1[C:10]([Cl:11])=[CH:9][C:5]([C:6]([OH:8])=[O:7])=[C:4]([O:12][CH3:13])[CH:3]=1.N([O-])=O.[Na+].[I-:18].[K+].II>O.S(=O)(=O)(O)O>[I:18][C:2]1[C:10]([Cl:11])=[CH:9][C:5]([C:6]([OH:8])=[O:7])=[C:4]([O:12][CH3:13])[CH:3]=1 |f:1.2,3.4|. Procedure: A stirred solution of 4-amino-5-chloro-2-methoxy benzoic acid (12.25 g , 60.8 mmol) in water (136 mL) and concentrated sulfuric acid (34 mL) was cooled to 0° C. in a flask fitted with an overhead stirrer. A solution of sodium nitrite (4.62 g , 66.9 mmol) in water (26 mL) was added dropwise while keeping the internal temperature around 0° C. Potassium iodide (11.11 g, 66.9 mmol) and iodine (4.24g, 33.5 mmol) were dissolved in water (130 mL) and added dropwise to the stirred reaction mixture. Afte... Reactants: C(C)(C)(C)OC(N(CC=1N=C(N(C1)COCC[Si](C)(C)C)CO)C1CCN(CC1)CC1=CC=CC=C1)=O (tert-Butyl(1-benzyl-4-piperidinyl)((2-(hydroxymethyl)-1-((2-(trimethylsilyl)ethoxy)methyl)-1H-imidazol-4-yl)methyl)carbamate), C(=O)(C(F)(F)F)O (TFA), C(O)([O-])=O.[Na+] (sodium hydrogen carbonate). The solvent is O (water). Product: C(C1=CC=CC=C1)N1CCC(CC1)NCC=1N=C(NC1)CO ((4-(((1-benzyl-4-piperidinyl)amino)methyl)-1H-imidazol-2-yl)methanol). The yield is 103.1%. As a reaction SMILES: C(OC(=O)[N:7]([CH:24]1[CH2:29][CH2:28][N:27]([CH2:30][C:31]2[CH:36]=[CH:35][CH:34]=[CH:33][CH:32]=2)[CH2:26][CH2:25]1)[CH2:8][C:9]1[N:10]=[C:11]([CH2:22][OH:23])[N:12](COCC[Si](C)(C)C)[CH:13]=1)(C)(C)C.C(O)(C(F)(F)F)=O.C(=O)([O-])O.[Na+]>O>[CH2:30]([N:27]1[CH2:28][CH2:29][CH:24]([NH:7][CH2:8][C:9]2[N:10]=[C:11]([CH2:22][OH:23])[NH:12][CH:13]=2)[CH2:25][CH2:26]1)[C:31]1[CH:32]=[CH:33][CH:34]=[CH:35][CH:36]=1 |f:2.3|. Procedure: tert-Butyl(1-benzyl-4-piperidinyl)((2-(hydroxymethyl)-1-((2-(trimethylsilyl)ethoxy)methyl)-1H-imidazol-4-yl)methyl)carbamate (0.48 g) obtained in Example 83e) was dissolved in a mixed solution (TFA:water=1:1, 2 ml), and mixed at 80° C. for 3 hours. After cooling to room temperature, the mixture was neutralized with a saturated aqueous sodium hydrogen carbonate solution and extracted with chloroform. The extract was washed with saturated brine and dried over anhydrous magnesium sulfate, and then ...